This data is from the Open Reaction Database (ORD), a public repository of structured organic reaction records. The task is: describe an organic reaction: reactants, conditions, products, and yield Reactants: C(C)(=O)SCC1(CCOCC1)C(=O)OC (Methyl 4-Acetylsulfanylmethyl-tetrahydropyran-4-carboxylate), C[Si]([N-][Si](C)(C)C)(C)C.[Na+] (sodium hexamethyldisilazide), BrCCCO (3-bromopropanol). Solvent: CO (methanol). Conditions: time 10 minute. The product is OCCCSCC1(CCOCC1)C(=O)OC (Methyl 4-(3-Hydroxypropylsulfanylmethyl)tetrahydropyran-4-carboxylate). Yield: 90.2%. As a reaction SMILES: [C:1]([S:4][CH2:5][C:6]1([C:12]([O:14][CH3:15])=[O:13])[CH2:11][CH2:10][O:9][CH2:8][CH2:7]1)(=O)[CH3:2].C[Si](C)(C)[N-][Si](C)(C)C.[Na+].BrCC[CH2:29][OH:30]>CO>[OH:30][CH2:29][CH2:2][CH2:1][S:4][CH2:5][C:6]1([C:12]([O:14][CH3:15])=[O:13])[CH2:11][CH2:10][O:9][CH2:8][CH2:7]1 |f:1.2|. Procedure: To a stirred solution of Intermediate 7 (2.50 g) in methanol (100 ml) under nitrogen at 0° C. was added a solution of sodium hexamethyldisilazide (1M in THF, 11.3 ml) and the resulting mixture was stirred for 10 mins, then a solution of 3-bromopropanol (1.5 g) was added. The mixture was stirred for 6 h, then evaporated and the residue treated with water (100 ml) and extracted with dichloromethane (4×50 ml). The combined dichloromethane extracts were washed with water (2×50 ml), brine (50 ml), dr... Starting materials: CN(C)C=O, Cl, [Fe], O=[N+]([O-])c1ccc(C=C2c3ccccc3C=Cc3ccccc32)cc1, [Na+], [OH-]. Yields the product Nc1ccc(C=C2c3ccccc3C=Cc3ccccc32)cc1. As a reaction SMILES: [CH:30]([N:31]([CH3:32])[CH3:33])=[O:34].[ClH:26].[Fe:29].[N+:1]([O-:2])(=[O:3])[c:4]1[cH:5][cH:6][c:7]([CH:8]=[C:9]2[c:10]3[c:11]([cH:20][cH:21][cH:22][cH:23]3)[CH:12]=[CH:13][c:14]3[c:15]2[cH:16][cH:17][cH:18][cH:19]3)[cH:24][cH:25]1.[Na+:28].[OH-:27]>>[NH2:1][c:4]1[cH:5][cH:6][c:7]([CH:8]=[C:9]2[c:10]3[c:11]([cH:20][cH:21][cH:22][cH:23]3)[CH:12]=[CH:13][c:14]3[c:15]2[cH:16][cH:17][cH:18][cH:19]3)[cH:24][cH:25]1. Yields the product Nc1ccn(CCO)n1. Reactants: CCO, [H][H], O=[N+]([O-])c1ccn(CCO)n1. RXN SMILES: [CH3:14][CH2:15][OH:16].[H:12][H:13].[N+:1]([O-:2])(=[O:3])[c:4]1[n:5][n:6]([CH2:9][CH2:10][OH:11])[cH:7][cH:8]1>>[NH2:1][c:4]1[n:5][n:6]([CH2:9][CH2:10][OH:11])[cH:7][cH:8]1. Reactants: [Na].N1N=NN=C1C=1C=CC=2C(C3=CC=CC=C3S(C2C1)(=O)=O)=O (3-(5-Tetrazolyl)thioxanthone-10,10-dioxide sodium salt), [OH-].[Na+] (sodium hydroxide), Cl (hydrochloric acid). Yields the product N1N=NN=C1C=1C=CC=2C(C3=CC=CC=C3OC2C1)=O (3-(5-Tetrazolyl)xanthone). Reaction SMILES: [Na].[NH:2]1[C:6]([C:7]2[CH:8]=[CH:9][C:10]3[C:11](=[O:23])[C:12]4[C:17](S(=O)(=O)[C:19]=3[CH:20]=2)=[CH:16][CH:15]=[CH:14][CH:13]=4)=[N:5][N:4]=[N:3]1.[OH-:24].[Na+].Cl>>[NH:2]1[C:6]([C:7]2[CH:8]=[CH:9][C:10]3[C:11](=[O:23])[C:12]4[C:17]([O:24][C:19]=3[CH:20]=2)=[CH:16][CH:15]=[CH:14][CH:13]=4)=[N:5][N:4]=[N:3]1 |f:0.1,2.3,^1:0|. Procedure: 3-(5-Tetrazolyl)thioxanthone-10,10-dioxide sodium salt (U.K. patent specification No. 1,447,031; 45.0 g) was stirred and boiled under reflux with 2-normal sodium hydroxide solution for 61/2 hours. The solution was acidified by pouring into excess hydrochloric acid solution and the precipitated product filtered off and recrystallised from dimethylformamide to give the title compound (14.95 g), m.pt. 296° C. (decomposes). Reactants: C1(CC1)NC(C1=CC(=C(C=C1)C)NC(=S)N)=O (N-Cyclopropyl-4-methyl-3-thioureido-benzamide), BrCC(C(=O)OCC)=O (ethyl bromopyruvate). Solvent: C(C)O (ethanol). Conditions: temperature 75 celsius, time 16 hour. The product is C1(=CC=CC=C1)NC(=O)C=1N=C(SC1)NC1=C(C=CC(=C1)C(NC1CC1)=O)C (2-(5-Cyclopropylcarbamoyl-2-methyl-phenylamino)-thiazole-4-carboxylic acid phenylamide). The yield is 79.6%. Reaction SMILES: [CH:1]1([NH:4][C:5](=[O:17])[C:6]2[CH:11]=[CH:10][C:9]([CH3:12])=[C:8]([NH:13][C:14]([NH2:16])=[S:15])[CH:7]=2)[CH2:3][CH2:2]1.Br[CH2:19][C:20](=O)[C:21]([O:23]CC)=O>C(O)C>[C:8]1([NH:13][C:21]([C:20]2[N:16]=[C:14]([NH:13][C:8]3[CH:7]=[C:6]([C:5](=[O:17])[NH:4][CH:1]4[CH2:3][CH2:2]4)[CH:11]=[CH:10][C:9]=3[CH3:12])[S:15][CH:19]=2)=[O:23])[CH:9]=[CH:10][CH:11]=[CH:6][CH:7]=1. Procedure details: To a stirred solution of N-Cyclopropyl-4-methyl-3-thioureido-benzamide 3A (100 mg, 0.48 mmol) in 10 mL of ethanol was added ethyl bromopyruvate (89 mg, 0.48 mmol) and the reaction was heated at 75° C. overnight. After 16 hours, the reaction was cooled and concentrated and the crude product was purified by flash chromatography on silica gel loaded with CH2Cl2 and eluted with 1:1 hexanes/ethyl acetate followed by 1:2 hexanes/ethyl acetate to provide the title compound as a solid (75 mg, 45%). HPLC... Starting materials: CC(=O)OC(C)=O, CCOC(C)=O, Cl, O, Cc1c(C(=O)O)c2cc(O)ccc2n1C(C)C, c1ccncc1. The product is CC(=O)Oc1ccc2c(c1)c(C(=O)O)c(C)n2C(C)C. As a reaction SMILES: [CH3:24][C:25](=[O:26])[O:27][C:28](=[O:29])[CH3:30].[CH3:32][CH2:33][O:34][C:35](=[O:36])[CH3:37].[ClH:31].[OH2:38].[OH:1][c:2]1[cH:3][c:4]2[c:5]([C:15](=[O:16])[OH:17])[c:6]([CH3:14])[n:7]([CH:11]([CH3:12])[CH3:13])[c:8]2[cH:9][cH:10]1.[cH:18]1[cH:19][cH:20][n:21][cH:22][cH:23]1>>[O:1]([c:2]1[cH:3][c:4]2[c:5]([C:15](=[O:16])[OH:17])[c:6]([CH3:14])[n:7]([CH:11]([CH3:12])[CH3:13])[c:8]2[cH:9][cH:10]1)[C:25]([CH3:24])=[O:26]. Starting materials: C(C)OC(=O)C=1C2=C(C(=NC1)Cl)C(=NN2)C (4-chloro-3-methyl-1H-pyrazolo[4,3-c]pyridine-7-carboxylic acid ethyl ester), C(C)NCC (diethylamine). As a reaction SMILES: C([O:3][C:4]([C:6]1[C:7]2[NH:15][N:14]=[C:13]([CH3:16])[C:8]=2[C:9](Cl)=[N:10][CH:11]=1)=[O:5])C.[CH2:17]([NH:19][CH2:20][CH3:21])[CH3:18]>>[CH2:17]([N:19]([CH2:20][CH3:21])[C:9]1[C:8]2[C:13]([CH3:16])=[N:14][NH:15][C:7]=2[C:6]([C:4]([OH:3])=[O:5])=[CH:11][N:10]=1)[CH3:18]. Reported procedure: 2.4 g. of 4-chloro-3-methyl-1H-pyrazolo[4,3-c]pyridine-7-carboxylic acid ethyl ester is refluxed with 20 ml. of diethylamine for 24 hours. The excess diethylamine is removed by distillation and the residue treated with 20 ml. of water. 4-Diethylamino-3-methyl-1H-pyrazolo[4,3-c]pyridine-7-carboxylic acid ethyl ester precipitates and is recrystallized from ethyl acetate. Yield 2.1 g. (76%), m.p. 85°-88°. Hydrolysis of this product with aqueous sodium hydroxide yields 4-diethylamino-3-methyl-1H-pyr... The product is C(C)N(C1=NC=C(C2=C1C(=NN2)C)C(=O)O)CC (4-diethylamino-3-methyl-1H-pyrazolo[4,3-c]pyridine-7-carboxylic acid).